Dataset: the Open Reaction Database (ORD), a public repository of structured organic reaction records. Task: describe an organic reaction: reactants, conditions, products, and yield Reactants: CN(C)C=O (DMF), C[Si](C)(C)[N-][Si](C)(C)C.[Na+] (sodium bis(trimethylsilyl)amide), C(C)(C)(C)OC(=O)N1CCC2=C(CC1)C(=C(C=C2)Cl)SCC#N (3-tert-butoxycarbonyl-7-chloro-6-(1-cyano-methylthio)-2,3,4,5-tetrahydro-1H-benzo[d]azepine), BrCCBr (1,2-dibromoethane). The solvent is C1(=CC=CC=C1)C (toluene). Reaction conditions: temperature 38 celsius, time 10 minute. Product: C(C)(C)(C)OC(=O)N1CCC2=C(CC1)C(=C(C=C2)Cl)SC2(CC2)C#N (3-tert-butoxycarbonyl-7-chloro-6-(1-cyano-cyclopropylthio)-2,3,4,5-tetrahydro-1H-benzo[d]azepine). Yield: 62.1%. Reaction SMILES: C[Si]([N-][Si](C)(C)C)(C)C.[Na+].[C:11]([O:15][C:16]([N:18]1[CH2:24][CH2:23][C:22]2[C:25]([S:30][CH2:31][C:32]#[N:33])=[C:26]([Cl:29])[CH:27]=[CH:28][C:21]=2[CH2:20][CH2:19]1)=[O:17])([CH3:14])([CH3:13])[CH3:12].Br[CH2:35][CH2:36]Br.CN(C=O)C>C1(C)C=CC=CC=1>[C:11]([O:15][C:16]([N:18]1[CH2:24][CH2:23][C:22]2[C:25]([S:30][C:31]3([C:32]#[N:33])[CH2:36][CH2:35]3)=[C:26]([Cl:29])[CH:27]=[CH:28][C:21]=2[CH2:20][CH2:19]1)=[O:17])([CH3:14])([CH3:13])[CH3:12] |f:0.1|. Procedure details: Add sodium bis(trimethylsilyl)amide (5.4 mL, 5.4 mmol, 1M solution in THF) at room temperature under nitrogen to a solution of 3-tert-butoxycarbonyl-7-chloro-6-(1-cyano-methylthio)-2,3,4,5-tetrahydro-1H-benzo[d]azepine (380 mg, 1.1 mmol) in anhydrous toluene (4 mL). Stir the solution for 10 min, then add quickly 1,2-dibromoethane (2.8 mL, 32.4 mmol) followed by anhydrous DMF (4 mL). An exothermic reaction was observed and the reaction temperature increased to 38° C. Stir the mixture for 15 min a... Reactants: FC1=C2C=CN(C2=CC=C1)[C@H]1[C@H](OC(C)=O)[C@@H](OC(C)=O)[C@H](OC(C)=O)[C@H](O1)COC(C)=O (4-Fluoro-1-(2,3,4,6-tetra-O-acetyl-β-D-glucopyranosyl)indole), COC1=CC=C(C(=O)Cl)C=C1 (4-methoxybenzoyl chloride). Yields the product FC1=C2C(=CN(C2=CC=C1)[C@H]1[C@H](O)[C@@H](O)[C@H](O)[C@H](O1)CO)CC1=CC=C(C=C1)OC (4-Fluoro-3-(4-methoxyphenylmethyl)-1-(β-D-glucopyranosyl)-indole). RXN SMILES: [F:1][C:2]1[CH:10]=[CH:9][CH:8]=[C:7]2[C:3]=1[CH:4]=[CH:5][N:6]2[C@@H:11]1[O:28][C@H:27]([CH2:29][O:30]C(=O)C)[C@@H:22]([O:23]C(=O)C)[C@H:17]([O:18]C(=O)C)[C@H:12]1[O:13]C(=O)C.[CH3:34][O:35][C:36]1[CH:44]=[CH:43][C:39]([C:40](Cl)=O)=[CH:38][CH:37]=1>>[F:1][C:2]1[CH:10]=[CH:9][CH:8]=[C:7]2[C:3]=1[C:4]([CH2:40][C:39]1[CH:43]=[CH:44][C:36]([O:35][CH3:34])=[CH:37][CH:38]=1)=[CH:5][N:6]2[C@@H:11]1[O:28][C@H:27]([CH2:29][OH:30])[C@@H:22]([OH:23])[C@H:17]([OH:18])[C@H:12]1[OH:13]. Procedure details: 4-Fluoro-1-(2,3,4,6-tetra-O-acetyl-β-D-glucopyranosyl)indole obtained in Example 2-(3) and 4-methoxybenzoyl chloride were treated in a manner similar to Example 3 to give the titled compound as a colorless powder. APCI-Mass m/Z 435 (M+NH4)H. 1H-NMR (DMSO-d6) δ 3.21-3.26 (m, 1H), 3.37-3.46 (m, 3H), 3.63-3.68 (m, 2H), 3.70 (s, 3H), 4.02 (s, 2H), 4.53 (t, J=5.4 Hz, 1H), 5.09 (d. J=5.3 Hz, 1H), 5.15 (d. J=5.0 Hz, 1H), 5.20 (d, J=5.9 Hz, 1H), 5.37 (d, J=9.2 Hz, 1H), 6.74 (dd, J=11.2, 7.9 Hz, 1H), 6.8...